Dataset: the Open Reaction Database (ORD), a public repository of structured organic reaction records. Task: describe an organic reaction: reactants, conditions, products, and yield Yields the product CSc1cccc(COCCCO)c1[N+](=O)[O-]. Reaction SMILES: [CH2:8]([CH2:9][CH2:10][OH:11])[OH:12].[CH3:30][CH2:31][CH2:32][CH2:33][CH2:34][CH3:35].[CH3:3][N:4]([CH3:5])[CH:6]=[O:7].[H-:1].[Na+:2].[OH2:36].[S:13]([O:14][CH2:18][c:19]1[c:20]([N+:27](=[O:28])[O-:29])[c:21]([S:25][CH3:26])[cH:22][cH:23][cH:24]1)([CH3:15])(=[O:16])=[O:17]>>[CH2:8]([CH2:9][CH2:10][OH:11])[O:12][CH2:18][c:19]1[c:20]([N+:27](=[O:28])[O-:29])[c:21]([S:25][CH3:26])[cH:22][cH:23][cH:24]1. The reactants are OCCCO, CCCCCC, CN(C)C=O, [H-], [Na+], O, CSc1cccc(COS(C)(=O)=O)c1[N+](=O)[O-]. Reactants: FC1=CC=C(CN)C=C1 (4-fluorobenzylamine), ClC=1C2=C(N=C(N1)C=1C=NC=CC1)SC(=C2)C(F)(F)F (4-chloro-2-(pyridin-3-yl)-6-trifluoromethyl-thieno-[2,3-d]-pyrimidine). The product is N1=CC(=CC=C1)C=1N=C(C2=C(N1)SC(=C2)C(F)(F)F)NCC2=CC=C(C=C2)F (2-(pyridin-3-yl)-4-(4-fluorobenzylamino)-6-trifluoromethyl-thieno-[2,3-d]-pyrimidine). Reaction SMILES: [F:1][C:2]1[CH:9]=[CH:8][C:5]([CH2:6][NH2:7])=[CH:4][CH:3]=1.Cl[C:11]1[C:12]2[CH:25]=[C:24]([C:26]([F:29])([F:28])[F:27])[S:23][C:13]=2[N:14]=[C:15]([C:17]2[CH:18]=[N:19][CH:20]=[CH:21][CH:22]=2)[N:16]=1>>[N:19]1[CH:20]=[CH:21][CH:22]=[C:17]([C:15]2[N:16]=[C:11]([NH:7][CH2:6][C:5]3[CH:8]=[CH:9][C:2]([F:1])=[CH:3][CH:4]=3)[C:12]3[CH:25]=[C:24]([C:26]([F:29])([F:27])[F:28])[S:23][C:13]=3[N:14]=2)[CH:18]=1. Reported procedure: With the procedure of Example 1, the reaction of 4-fluorobenzylamine with 4-chloro-2-(pyridin-3-yl)-6-trifluoromethyl-thieno-[2,3-d]-pyrimidine yields 2-(pyridin-3-yl)-4-(4-fluorobenzylamino)-6-trifluoromethyl-thieno-[2,3-d]-pyrimidine. The reactants are CCCc1cc(C=O)nn1C(C)(C)C, NCCN1CCN(C(c2ccccc2)c2ccc(Cl)cc2)CC1. Yields the product CCCc1cc(CNCCN2CCN(C(c3ccccc3)c3ccc(Cl)cc3)CC2)nn1C(C)(C)C. Reaction SMILES: [CH2:24]([CH2:25][CH3:26])[c:27]1[cH:28][c:29]([CH:36]=[O:37])[n:30][n:31]1[C:32]([CH3:33])([CH3:34])[CH3:35].[Cl:1][c:2]1[cH:3][cH:4][c:5]([CH:6]([c:7]2[cH:8][cH:9][cH:10][cH:11][cH:12]2)[N:13]2[CH2:14][CH2:15][N:16]([CH2:19][CH2:20][NH2:21])[CH2:17][CH2:18]2)[cH:22][cH:23]1>>[Cl:1][c:2]1[cH:3][cH:4][c:5]([CH:6]([c:7]2[cH:8][cH:9][cH:10][cH:11][cH:12]2)[N:13]2[CH2:14][CH2:15][N:16]([CH2:19][CH2:20][NH:21][CH2:36][c:29]3[cH:28][c:27]([CH2:24][CH2:25][CH3:26])[n:31]([C:32]([CH3:33])([CH3:34])[CH3:35])[n:30]3)[CH2:17][CH2:18]2)[cH:22][cH:23]1. Conditions: time 3 hour. Reaction SMILES: [H-].[Al+3].[Li+].[H-].[H-].[H-].[C:7]([C:9]1[CH:14]=[CH:13][C:12]([C:15]2[CH2:20][CH2:19][CH:18]([CH:21]([CH3:30])[CH2:22][NH:23][S:24]([CH:27]([CH3:29])[CH3:28])(=[O:26])=[O:25])[CH2:17][CH:16]=2)=[CH:11][CH:10]=1)#[N:8].[O-]S([O-])(=O)=O.[Na+].[Na+]>C(OCC)C.C1COCC1>[NH2:8][CH2:7][C:9]1[CH:14]=[CH:13][C:12]([C:15]2[CH2:20][CH2:19][CH:18]([CH:21]([CH3:30])[CH2:22][NH:23][S:24]([CH:27]([CH3:29])[CH3:28])(=[O:26])=[O:25])[CH2:17][CH:16]=2)=[CH:11][CH:10]=1 |f:0.1.2.3.4.5,7.8.9|. Yield: 63.9%. The reactants are [H-].[Al+3].[Li+].[H-].[H-].[H-] (lithium aluminum hydride), C(#N)C1=CC=C(C=C1)C1=CCC(CC1)C(CNS(=O)(=O)C(C)C)C (N-[2-[4-(4-cyanophenyl)-3-cyclohexen-1-yl]propyl] 2-propanesulfonamide), [O-]S(=O)(=O)[O-].[Na+].[Na+] (Na2SO4). Procedure details: To a suspension of 33 mg (0.87 mmol) of lithium aluminum hydride in 0.5 ml of diethyl ether, 100 mg (0.29 mmol) of the material prepared in Example 14 in 0.5 ml of diethyl ether and 0.5 ml of THF. The mixture was stirred for 3 h. Na2SO4 10H2O was added, and the mixture stirred for 30 min at ambient temperature. The solid was filtered and the organic solution was concentrated in vacuo. Precipitation with diethyl ether afforded 65 mg (64%) of the title compound. Analysis calculated for C19H30N2O2S... Run in C(C)OCC (diethyl ether), C(C)OCC (diethyl ether), C1CCOC1 (THF). Product: NCC1=CC=C(C=C1)C1=CCC(CC1)C(CNS(=O)(=O)C(C)C)C (N-[2-[4-[4-(aminomethyl)phenyl]-3-cyclohexen-1-yl]propyl] 2-propanesulfonamide). Starting materials: C(C)(C)(C)OC(=O)N1CC2=CC=C(C=C2CC1)NC(=O)[C@H]1N2C(N([C@H](CC1)C2)OCC2=CC=CC=C2)=O (tert-butyl-6-({[(2S,5R)-6-(benzyloxy)-7-oxo-1,6-diazabicyclo[3.2.1]oct-2-yl]carbonyl}amino)-3,4-dihydroisoquinoline-2(1H)-carboxylate). The reagents and catalysts are [Pd] (palladium on carbon), [Pd] (palladium on carbon). Solvent: CO (methanol), C(C)(=O)OCC (ethyl acetate). Run at time 8 hour. The product is C(C)(C)(C)OC(=O)N1CC2=CC=C(C=C2CC1)NC(=O)[C@H]1N2C(N([C@H](CC1)C2)O)=O (tert-butyl-6-({[(2S,5R)-6-hydroxy-7-oxo-1,6-diazabicyclo[3.2.1]oct-2-yl]carbonyl}amino)-3,4-dihydroisoquinoline-2(1H)-carboxylate). RXN SMILES: [C:1]([O:5][C:6]([N:8]1[CH2:17][CH2:16][C:15]2[C:10](=[CH:11][CH:12]=[C:13]([NH:18][C:19]([C@@H:21]3[CH2:27][CH2:26][C@@H:25]4[CH2:28][N:22]3[C:23](=[O:37])[N:24]4[O:29]CC3C=CC=CC=3)=[O:20])[CH:14]=2)[CH2:9]1)=[O:7])([CH3:4])([CH3:3])[CH3:2]>CO.C(OCC)(=O)C.[Pd]>[C:1]([O:5][C:6]([N:8]1[CH2:17][CH2:16][C:15]2[C:10](=[CH:11][CH:12]=[C:13]([NH:18][C:19]([C@@H:21]3[CH2:27][CH2:26][C@@H:25]4[CH2:28][N:22]3[C:23](=[O:37])[N:24]4[OH:29])=[O:20])[CH:14]=2)[CH2:9]1)=[O:7])([CH3:4])([CH3:2])[CH3:3]. Procedure: To a solution of the product of Step 1 (79.6 mg, 0.157 mmol) in methanol (4 mL) and ethyl acetate (2 mL), was added 10% palladium on carbon (18 mg) and the reaction mixture was stirred under an atmosphere of hydrogen (balloon) overnight. LC/MS analysis showed the reaction was not quite complete so an additional 10% palladium on carbon (10 mg) was added and the reaction mixture was stirred under an atmosphere of hydrogen (balloon) for an additional 6 hours. The reaction mixture was filtered throu... Starting materials: BrB(Br)Br, CNC(=O)c1c(C(C)C)oc2cc(OC)ccc12. Product: CNC(=O)c1c(C(C)C)oc2cc(O)ccc12. RXN SMILES: [B:19]([Br:20])([Br:21])[Br:22].[CH3:1][NH:2][C:3](=[O:4])[c:5]1[c:6]2[c:7]([o:8][c:9]1[CH:10]([CH3:11])[CH3:12])[cH:13][c:14]([O:17][CH3:18])[cH:15][cH:16]2>>[CH3:1][NH:2][C:3](=[O:4])[c:5]1[c:6]2[c:7]([o:8][c:9]1[CH:10]([CH3:11])[CH3:12])[cH:13][c:14]([OH:17])[cH:15][cH:16]2. Starting materials: [OH-].[Na+] (sodium hydroxide), [Cl-].[Na+] (sodium chloride), COS(=O)(=O)OC (dimethylsulphate), C1(=CC=CC=C1)C(C1=CC=CC=C1)OC(\C(=C(\C)/O)\N1C(C(C1SS(=O)(=O)C1=CC=C(C=C1)C)NC(COC1=CC=CC=C1)=O)=O)=O (2-[4-(p-toluenesulphonylthio)-3-phenoxyacetamido-2-oxoazetidin-1-yl]-3-hydroxy-crotonic acid diphenylmethyl ester), [OH-].[Na+] (sodium hydroxide). The reagents and catalysts are [I-].C(CCC)[N+](CCCC)(CCCC)CCCC (tetrabutylammonium iodide). Solvent: C(C)(=O)OCC (ethyl acetate), O (water), C(Cl)(Cl)(Cl)Cl (carbon tetrachloride), O (water). The product is C1(=CC=CC=C1)C(C1=CC=CC=C1)OC(\C(=C(/C)\OC)\N1C(C(C1SS(=O)(=O)C1=CC=C(C=C1)C)NC(COC1=CC=CC=C1)=O)=O)=O (2-[4-(p-toluenesulphonylthio)-3-phenoxyacetamido-2-oxoazetidin-1-yl]-3-methoxy-iso-crotonic acid diphenylmethyl ester). RXN SMILES: [CH3:1]OS(OC)(=O)=O.[C:8]1([CH:14]([O:21][C:22](=[O:54])/[C:23](/[N:27]2[CH:30]([S:31][S:32]([C:35]3[CH:40]=[CH:39][C:38]([CH3:41])=[CH:37][CH:36]=3)(=[O:34])=[O:33])[CH:29]([NH:42][C:43](=[O:52])[CH2:44][O:45][C:46]3[CH:51]=[CH:50][CH:49]=[CH:48][CH:47]=3)[C:28]2=[O:53])=[C:24](\[OH:26])/[CH3:25])[C:15]2[CH:20]=[CH:19][CH:18]=[CH:17][CH:16]=2)[CH:13]=[CH:12][CH:11]=[CH:10][CH:9]=1.[OH-].[Na+].[Cl-].[Na+]>[I-].C([N+](CCCC)(CCCC)CCCC)CCC.C(Cl)(Cl)(Cl)Cl.O.C(OCC)(=O)C>[C:8]1([CH:14]([O:21][C:22](=[O:54])/[C:23](/[N:27]2[CH:30]([S:31][S:32]([C:35]3[CH:36]=[CH:37][C:38]([CH3:41])=[CH:39][CH:40]=3)(=[O:33])=[O:34])[CH:29]([NH:42][C:43](=[O:52])[CH2:44][O:45][C:46]3[CH:47]=[CH:48][CH:49]=[CH:50][CH:51]=3)[C:28]2=[O:53])=[C:24](/[O:26][CH3:1])\[CH3:25])[C:15]2[CH:16]=[CH:17][CH:18]=[CH:19][CH:20]=2)[CH:9]=[CH:10][CH:11]=[CH:12][CH:13]=1 |f:2.3,4.5,6.7|. Procedure: (avii) 1.08 g (3 mmols) of tetrabutylammonium iodide and 1.9 ml (2.52 g, 20 mmols) of dimethylsulphate are added to a suspension of 3.36 g (5 mmols) of 2-[4-(p-toluenesulphonylthio)-3-phenoxyacetamido-2-oxoazetidin-1-yl]-3-hydroxy-crotonic acid diphenylmethyl ester (crystalline) in 15 ml of carbon tetrachloride and 10 ml of water. The mixture is vigorously stirred at room temperature and 1 N sodium hydroxide solution is added to it by means of an automatic titrator in sufficient amount to keep t...